This data is from the Open Reaction Database (ORD), a public repository of structured organic reaction records. The task is: describe an organic reaction: reactants, conditions, products, and yield The reactants are CC(=O)N1CCc2c(-c3cccc(OC(C)(C)C)c3)nc(N3CCOCC3)nc21, O=C(O)C(F)(F)F. Yields the product CC(=O)N1CCc2c(-c3cccc(O)c3)nc(N3CCOCC3)nc21. Reaction SMILES: [C:1]([CH3:2])([CH3:3])([CH3:4])[O:5][c:6]1[cH:7][c:8](-[c:12]2[c:13]3[c:14]([n:15][c:16]([N:18]4[CH2:19][CH2:20][O:21][CH2:22][CH2:23]4)[n:17]2)[N:24]([C:27]([CH3:28])=[O:29])[CH2:25][CH2:26]3)[cH:9][cH:10][cH:11]1.[OH:30][C:31]([C:32]([F:33])([F:34])[F:35])=[O:36]>>[OH:5][c:6]1[cH:7][c:8](-[c:12]2[c:13]3[c:14]([n:15][c:16]([N:18]4[CH2:19][CH2:20][O:21][CH2:22][CH2:23]4)[n:17]2)[N:24]([C:27]([CH3:28])=[O:29])[CH2:25][CH2:26]3)[cH:9][cH:10][cH:11]1. The reactants are C(C)(=O)OC1=CC=C(C(=O)C2=CC=C(C=C2)C=CC2=NC3=CC=CC(=C3C(N2C)=O)C)C=C1 (2-[2-[4-(4-acetoxybenzoyl)phenyl]vinyl]-3,5-dimethyl-4(3H)-quinazolinone). Reagents/catalysts: [Pd] (Pd/C). Run in C1CCOC1.C(C)(=O)OCC.CO (THF ethyl acetate methanol). Run at time 2 hour. The product is CN1C(=NC2=CC=CC(=C2C1=O)C)CCC1=CC=C(C=C1)C(C1=CC=C(C=C1)O)=O (3,5-Dimethyl-2-[2-[4-(4-hydroxybenzoyl)phenyl]-ethyl]-4(3H)-quinazolinone). Isolated yield 93.8%. As a reaction SMILES: C([O:4][C:5]1[CH:33]=[CH:32][C:8]([C:9]([C:11]2[CH:16]=[CH:15][C:14]([CH:17]=[CH:18][C:19]3[N:28]([CH3:29])[C:27](=[O:30])[C:26]4[C:21](=[CH:22][CH:23]=[CH:24][C:25]=4[CH3:31])[N:20]=3)=[CH:13][CH:12]=2)=[O:10])=[CH:7][CH:6]=1)(=O)C>C1COCC1.C(OCC)(=O)C.CO.[Pd]>[CH3:29][N:28]1[C:27](=[O:30])[C:26]2[C:21](=[CH:22][CH:23]=[CH:24][C:25]=2[CH3:31])[N:20]=[C:19]1[CH2:18][CH2:17][C:14]1[CH:15]=[CH:16][C:11]([C:9](=[O:10])[C:8]2[CH:7]=[CH:6][C:5]([OH:4])=[CH:33][CH:32]=2)=[CH:12][CH:13]=1 |f:1.2.3|. Procedure details: To a solution of 2-[2-[4-(4-acetoxybenzoyl)phenyl]vinyl]-3,5-dimethyl-4(3H)-quinazolinone (631 mg) in THF-ethyl acetate-methanol (1:1:1) (50 ml) was added 10% Pd/C (50% hydrous) (126 mg) and the mixture was stirred under hydrogen at room temperature for 2 hours. The catalyst was then filtered off and the filtrate was concentrated. After the residue was suspended in ethanol (10 ml), 1N-aqueous sodium hydroxide solution (2.9 ml) was added and the mixture was stirred at room temperature for 2 hours... Procedure: A mixture of 1,2-diaminobenzene (0.67 g) and 4-[3-(4-phenylpiperazin-1-yl)propoxy]benzaldehyde (Example A) (2.00 g) in nitrobenzene (65 mL) is stirred for 16 hours at 160° C. The solvent is distilled off under high vacuum and the resulting solid is purified by medium pressure liquid chromatography (MPLC) on silica gel eluting with 200:8:1 dichloromethane: ethanol:0.880 aqueous ammonia to give 0.97 g of the title compound as a tan solid; mp 240°-244° C. Yield: 75.9%. Starting materials: NC1=C(C=CC=C1)N (1,2-diaminobenzene), C1(=CC=CC=C1)N1CCN(CC1)CCCOC1=CC=C(C=O)C=C1 (4-[3-(4-phenylpiperazin-1-yl)propoxy]benzaldehyde). Product: N (ammonia), C1(=CC=CC=C1)N1CCN(CC1)CCCOC1=CC=C(C=C1)C1=NC2=C(N1)C=CC=C2 (2-[4-[3-(4-Phenyl-1-piperazinyl)propoxy]phenyl]-1H-benzimidazole). Run at temperature 160 celsius, time 16 hour. As a reaction SMILES: [NH2:1][C:2]1[CH:7]=[CH:6][CH:5]=[CH:4][C:3]=1[NH2:8].[C:9]1([N:15]2[CH2:20][CH2:19][N:18]([CH2:21][CH2:22][CH2:23][O:24][C:25]3[CH:32]=[CH:31][C:28]([CH:29]=O)=[CH:27][CH:26]=3)[CH2:17][CH2:16]2)[CH:14]=[CH:13][CH:12]=[CH:11][CH:10]=1>[N+](C1C=CC=CC=1)([O-])=O>[NH3:1].[C:9]1([N:15]2[CH2:16][CH2:17][N:18]([CH2:21][CH2:22][CH2:23][O:24][C:25]3[CH:32]=[CH:31][C:28]([C:29]4[NH:8][C:3]5[CH:4]=[CH:5][CH:6]=[CH:7][C:2]=5[N:1]=4)=[CH:27][CH:26]=3)[CH2:19][CH2:20]2)[CH:14]=[CH:13][CH:12]=[CH:11][CH:10]=1. Run in [N+](=O)([O-])C1=CC=CC=C1 (nitrobenzene). Starting materials: C1(CC1)C(=O)Cl (cyclopropanecarbonyl chloride), C1=C2[C@@H]3[C@H](N4C2=C(C=C1)CC4)CCNC3 ((±)-cis-4,5,6a,7,8,9,10,10a-octahydropyrido[4,3-b]pyrrolo[3,2,1-hi]indole). The solvent is C(Cl)Cl (CH2Cl2), CCN(CC)CC (Et3N). Run at temperature 0 celsius, time 1 hour. The product is C1(CC1)C(=O)N1C[C@H]2[C@H](N3C4=C(C=CC=C24)CC3)CC1 ((±)-cis-9-(cyclopropylcarbonyl)-4,5,6a,7,8,9,10,10a-octahydropyrido[4,3-b]pyrrolo[3,2,1-hi]indole), liquid. Isolated yield 65.0%. RXN SMILES: [CH:1]1[CH:9]=[CH:8][C:7]2[CH2:10][CH2:11][N:5]3[C:6]=2[C:2]=1[C@H:3]1[CH2:15][NH:14][CH2:13][CH2:12][C@H:4]13.[CH:16]1([C:19](Cl)=[O:20])[CH2:18][CH2:17]1>C(Cl)Cl.CCN(CC)CC>[CH:16]1([C:19]([N:14]2[CH2:13][CH2:12][C@H:4]3[N:5]4[CH2:11][CH2:10][C:7]5[CH:8]=[CH:9][CH:1]=[C:2]([C:6]4=5)[C@H:3]3[CH2:15]2)=[O:20])[CH2:18][CH2:17]1. Procedure: (±)-cis-4,5,6a,7,8,9,10,10a-octahydropyrido[4,3-b]pyrrolo[3,2,1-hi]indole from Example 3 (0.050 g, 0.25 mmol) was dissolved in CH2Cl2 (5 mL) with Et3N (0.75 mL) and cooled to 0° C. The cyclopropanecarbonyl chloride (0.026 g, 0.26 mmol) was then added dropwise. The solution was stirred at 0° C. for 1 h and then warmed to room temperature and stirred for 1 h. The reaction mixture was partitioned between water and CHCl3 (3×15 mL) and the layers separated. The aqueous layer was extracted with CHCl3.... Starting materials: BrC=1C=C(OC=2C(=NC=CC2C)O)C=C(C1)Cl (3-(3-bromo-5-chlorophenoxy)-4-methylpyridin-2-ol), P(=O)(Cl)(Cl)Cl (phosphorus oxychloride). Reaction conditions: temperature 100 celsius. Product: BrC=1C=C(OC=2C(=NC=CC2C)Cl)C=C(C1)Cl (3-(3-bromo-5-chlorophenoxy)-2-chloro-4-methylpyridine). Reaction SMILES: [Br:1][C:2]1[CH:3]=[C:4]([CH:14]=[C:15]([Cl:17])[CH:16]=1)[O:5][C:6]1[C:7](O)=[N:8][CH:9]=[CH:10][C:11]=1[CH3:12].P(Cl)(Cl)([Cl:20])=O>>[Br:1][C:2]1[CH:3]=[C:4]([CH:14]=[C:15]([Cl:17])[CH:16]=1)[O:5][C:6]1[C:7]([Cl:20])=[N:8][CH:9]=[CH:10][C:11]=1[CH3:12]. Procedure details: A suspension of 3-(3-bromo-5-chlorophenoxy)-4-methylpyridin-2-ol (340 mg, 1.081 mmol) in phosphorus oxychloride (10 mL, 107 mmol) was heated at 100° C. for 24 hours, after which the solvent was removed in vacuo. The resulting oil was quenched with saturated aqueous NaHCO3 (50 mL) and extracted with EtOAc (100 mL). The organic extract was washed with water (20 mL), dried over MgSO4, filtered, and the solvent removed on a rotary evaporator. This residue was purified using Waters PrepPak and elutin... Reactants: COC(=O)C=1N=CC2=CC(=CC=C2C1O)OC1=CC=CC=C1 (4-Hydroxy-7-phenoxyisoquinoline-3-carboxylic acid methyl ester), CN(C)CN(C)C (Bis-dimethylaminomethane). The solvent is C(C)(=O)O (acetic acid). Conditions: temperature 55 celsius. Product: CN(C)CC1=NC(=C(C2=CC=C(C=C12)OC1=CC=CC=C1)O)C(=O)OC (Methyl 1-((dimethylamino)methyl)-4-hydroxy-7-phenoxyisoquinoline-3-carboxylate). RXN SMILES: [CH3:1][O:2][C:3]([C:5]1[N:6]=[CH:7][C:8]2[C:13]([C:14]=1[OH:15])=[CH:12][CH:11]=[C:10]([O:16][C:17]1[CH:22]=[CH:21][CH:20]=[CH:19][CH:18]=1)[CH:9]=2)=[O:4].[CH3:23][N:24]([CH2:26]N(C)C)[CH3:25]>C(O)(=O)C>[CH3:23][N:24]([CH2:26][C:7]1[C:8]2[C:13](=[CH:12][CH:11]=[C:10]([O:16][C:17]3[CH:22]=[CH:21][CH:20]=[CH:19][CH:18]=3)[CH:9]=2)[C:14]([OH:15])=[C:5]([C:3]([O:2][CH3:1])=[O:4])[N:6]=1)[CH3:25]. Procedure details: A flask was charged with 1a (29.5 g) and acetic acid (44.3 g±5%), and then stirred. Bis-dimethylaminomethane (12.8 g±2%) was slowly added. The mixture was heated to 55±5° C. and maintained until reaction completion. The reaction product was evaluated by MS, HPLC and 1H NMR. 1H NMR (200 MHz, DMSO-d6) δ 11.7 (s, 1H), 8.38 (d, J=9.0 Hz, 1H), 7.61 (dd, J=9.0, 2.7 Hz, 1H), 7.49 (m, 3H), 7.21 (m, 3H), 5.34 (s, 2H), 3.97 (s, 3H), 1.98 (s, 3H); MS-(+)-ion M+1=368.12. Yields the product C(C)(=O)N1CCN(CC1)CC(=O)OC1N(C(C2=CC=CC=C12)=O)C1=NC2=NC(=CC=C2C=C1)Cl (2-(7-Chloro-1,8-naphthyridin-2-yl-)-3-oxo-1-isoindolinyl (4-acetyl-1-piperazinyl)acetate). Isolated yield 38.6%. Reported procedure: Sodium (4-acetyl-1-piperazinyl)acetate (4.2 g) is added to a solution, maintained at a temperature in the region of 20° C., of 3-chloro-2-(7-chloro-1,8-naphthyridin-2yl)-1-isoindolinone (6.6 g) in anhydrous dimethylformamide (60 cc), and the reaction mixture is maintained for 15 hours at a temperature in the region of 20° C. 1,8-Diazabicyclo[5.4.0]undec-7-ene (3g) is then added, and the mixture is then stirred again for 24 hours at a temperature in the region of 20° C. The reaction mixture is ta... As a reaction SMILES: [C:1]([N:4]1[CH2:9][CH2:8][N:7]([CH2:10][C:11]([O-:13])=[O:12])[CH2:6][CH2:5]1)(=[O:3])[CH3:2].[Na+].Cl[CH:16]1[C:24]2[C:19](=[CH:20][CH:21]=[CH:22][CH:23]=2)[C:18](=[O:25])[N:17]1[C:26]1[CH:35]=[CH:34][C:33]2[C:28](=[N:29][C:30]([Cl:36])=[CH:31][CH:32]=2)[N:27]=1.N12CCCN=C1CCCCC2.O>CN(C)C=O>[C:1]([N:4]1[CH2:9][CH2:8][N:7]([CH2:10][C:11]([O:13][CH:16]2[C:24]3[C:19](=[CH:20][CH:21]=[CH:22][CH:23]=3)[C:18](=[O:25])[N:17]2[C:26]2[CH:35]=[CH:34][C:33]3[C:28](=[N:29][C:30]([Cl:36])=[CH:31][CH:32]=3)[N:27]=2)=[O:12])[CH2:6][CH2:5]1)(=[O:3])[CH3:2] |f:0.1|. Reaction conditions: temperature 20 celsius, time 24 hour. Reactants: C(C)(=O)N1CCN(CC1)CC(=O)[O-].[Na+] (Sodium (4-acetyl-1-piperazinyl)acetate), ClC1N(C(C2=CC=CC=C12)=O)C1=NC2=NC(=CC=C2C=C1)Cl (3-chloro-2-(7-chloro-1,8-naphthyridin-2yl)-1-isoindolinone), O (water), N12CCCCCC2=NCCC1 (1,8-Diazabicyclo[5.4.0]undec-7-ene). Solvent: CN(C=O)C (dimethylformamide). Starting materials: CCOC(=O)c1c[nH]c(-c2ccc(F)cc2)c1-c1ccncc1, CC(=O)O, [Na+], [OH-], O, O=S(=O)(O)O. Product: Fc1ccc(-c2[nH]ccc2-c2ccncc2)cc1. Reaction SMILES: [CH2:1]([O:2][C:3](=[O:4])[c:6]1[c:7](-[c:18]2[cH:19][cH:20][n:21][cH:22][cH:23]2)[c:8](-[c:11]2[cH:12][cH:13][c:14]([F:17])[cH:15][cH:16]2)[nH:9][cH:10]1)[CH3:5].[CH3:26][C:27](=[O:28])[OH:29].[Na+:25].[OH-:24].[OH2:35].[S:30](=[O:31])(=[O:32])([OH:33])[OH:34]>>[cH:6]1[c:7](-[c:18]2[cH:19][cH:20][n:21][cH:22][cH:23]2)[c:8](-[c:11]2[cH:12][cH:13][c:14]([F:17])[cH:15][cH:16]2)[nH:9][cH:10]1. Reactants: NC1=C(C(=O)NC2=CC=NC=C2)C=C(C=N1)Br (2-amino-5-bromo-N-pyridin-4-yl-nicotinamide), C1(=CC=C(C=C1)C=1C=C(C=CC1)B(O)O)C ([3-(p-tolyl)phenyl]-boronic acid). Product: NC1=C(C(=O)NC2=CC=NC=C2)C=C(C=N1)C=1C=C(C=CC1)C1=CC=C(C=C1)C (2-Amino-5-(4′-methyl-biphenyl-3-yl)-N-pyridin-4-yl-nicotinamide). Reaction SMILES: [NH2:1][C:2]1[N:16]=[CH:15][C:14](Br)=[CH:13][C:3]=1[C:4]([NH:6][C:7]1[CH:12]=[CH:11][N:10]=[CH:9][CH:8]=1)=[O:5].[C:18]1([CH3:33])[CH:23]=[CH:22][C:21]([C:24]2[CH:25]=[C:26](B(O)O)[CH:27]=[CH:28][CH:29]=2)=[CH:20][CH:19]=1>>[NH2:1][C:2]1[N:16]=[CH:15][C:14]([C:26]2[CH:25]=[C:24]([C:21]3[CH:20]=[CH:19][C:18]([CH3:33])=[CH:23][CH:22]=3)[CH:29]=[CH:28][CH:27]=2)=[CH:13][C:3]=1[C:4]([NH:6][C:7]1[CH:12]=[CH:11][N:10]=[CH:9][CH:8]=1)=[O:5]. Reported procedure: Reaction of 2-amino-5-bromo-N-pyridin-4-yl-nicotinamide with [3-(p-tolyl)phenyl]-boronic acid gives the compound “A23”;